This data is from the Open Reaction Database (ORD), a public repository of structured organic reaction records. The task is: describe an organic reaction: reactants, conditions, products, and yield Starting materials: CS(C)=O, CCOC(C)=O, Clc1nnc(Cc2ccncc2)c2ccccc12, [K+], [K+], O=C([O-])[O-], O, Oc1cccc(Cl)c1. As a reaction SMILES: [CH3:34][S:35]([CH3:36])=[O:37].[CH3:38][CH2:39][O:40][C:41](=[O:42])[CH3:43].[Cl:1][c:2]1[n:3][n:4][c:5]([CH2:12][c:13]2[cH:14][cH:15][n:16][cH:17][cH:18]2)[c:6]2[cH:7][cH:8][cH:9][cH:10][c:11]12.[K+:19].[K+:20].[O-:21][C:22]([O-:23])=[O:24].[OH2:33].[OH:25][c:26]1[cH:27][cH:28][cH:29][c:30]([Cl:31])[cH:32]1>>[c:2]1([O:25][c:26]2[cH:27][cH:28][cH:29][c:30]([Cl:31])[cH:32]2)[n:3][n:4][c:5]([CH2:12][c:13]2[cH:14][cH:15][n:16][cH:17][cH:18]2)[c:6]2[cH:7][cH:8][cH:9][cH:10][c:11]12. Product: Clc1cccc(Oc2nnc(Cc3ccncc3)c3ccccc23)c1. RXN SMILES: [CH3:29][C:30](=[O:31])[O-:32].[CH3:33][C:34](=[O:35])[CH2:36][C:37]([CH3:38])=[O:39].[CH3:41][CH2:42][OH:43].[K+:28].[N:24]([O-:25])=[O:26].[Na+:27].[O:1]([c:2]1[cH:3][cH:4][cH:5][cH:6][cH:7]1)[c:8]1[c:9]([NH2:10])[cH:11][cH:12][cH:13][cH:14]1.[OH2:40].[OH:20][N+:21](=[O:22])[O-:23].[P:15](=[O:16])([OH:17])([OH:18])[OH:19]>>[O:1]([c:2]1[cH:3][cH:4][cH:5][cH:6][cH:7]1)[c:8]1[c:9]([NH:10][N:24]=[C:36]([C:34]([CH3:33])=[O:35])[C:37]([CH3:38])=[O:39])[cH:11][cH:12][cH:13][cH:14]1. Product: CC(=O)C(=NNc1ccccc1Oc1ccccc1)C(C)=O. Reactants: CC(=O)[O-], CC(=O)CC(C)=O, CCO, [K+], O=N[O-], [Na+], Nc1ccccc1Oc1ccccc1, O, O=[N+]([O-])O, O=P(O)(O)O. Reactants: C1(CC1)NC(C1=CC(=C(C=C1)C)C1=CC2=C(N=C(N=C2)S(=O)(=O)C)N(C1=O)C)=O (N-cyclopropyl-3-(2-methanesulfonyl-8-methyl-7-oxo-7,8-dihydro-pyrido[2,3-d]pyrimidin-6-yl)-4-methyl-benzamide), NC1CCOCC1 (4-Amino-tetrahydropyran), CO (MeOH). Solvent: C1CCOC1 (THF). Run at time 6.5 hour. Product: C1(CC1)NC(C1=CC(=C(C=C1)C)C1=CC2=C(N=C(N=C2)NC2CCOCC2)N(C1=O)C)=O (N-cyclopropyl-4-methyl-3-[8-methyl-7-oxo-2-(tetrahydro-pyran-4-ylamino)-7,8-dihydro-pyrido[2,3-d]pyrimidin-6-yl]-benzamide). Reaction SMILES: [NH2:1][CH:2]1[CH2:7][CH2:6][O:5][CH2:4][CH2:3]1.[CH:8]1([NH:11][C:12](=[O:36])[C:13]2[CH:18]=[CH:17][C:16]([CH3:19])=[C:15]([C:20]3[C:33](=[O:34])[N:32]([CH3:35])[C:23]4[N:24]=[C:25](S(C)(=O)=O)[N:26]=[CH:27][C:22]=4[CH:21]=3)[CH:14]=2)[CH2:10][CH2:9]1.CO>C1COCC1>[CH:8]1([NH:11][C:12](=[O:36])[C:13]2[CH:18]=[CH:17][C:16]([CH3:19])=[C:15]([C:20]3[C:33](=[O:34])[N:32]([CH3:35])[C:23]4[N:24]=[C:25]([NH:1][CH:2]5[CH2:7][CH2:6][O:5][CH2:4][CH2:3]5)[N:26]=[CH:27][C:22]=4[CH:21]=3)[CH:14]=2)[CH2:10][CH2:9]1. Reported procedure: 4-Amino-tetrahydropyran (11 mg, 0.106 mmol) was dissolved in 2 mL THF, and N-cyclopropyl-3-(2-methanesulfonyl-8-methyl-7-oxo-7,8-dihydro-pyrido[2,3-d]pyrimidin-6-yl)-4-methyl-benzamide (21 mg, 0.051 mmol) was added. The reaction mixture was stirred for 6.5 hours at room temperature, and then 1 mL MeOH was added. The resulting mixture was loaded directly onto a preparative TLC plate and eluted with 5% MeOH in methylene chloride to give N-cyclopropyl-4-methyl-3-[8-methyl-7-oxo-2-(tetrahydro-pyran-... Reactants: CC(C)(C)OC(=O)NC(Cc1ccccc1)C(O)CNC1(c2cccc(C(F)(F)F)c2)CC1, CC(C)OC(C)C, ClCCl, Cl, C1COCCO1. Yields the product NC(Cc1ccccc1)C(O)CNC1(c2cccc(C(F)(F)F)c2)CC1, Cl. Reaction SMILES: [CH2:1]([c:2]1[cH:3][cH:4][cH:5][cH:6][cH:7]1)[CH:8]([CH:9]([CH2:10][NH:11][C:12]1([c:15]2[cH:16][c:17]([C:21]([F:22])([F:23])[F:24])[cH:18][cH:19][cH:20]2)[CH2:13][CH2:14]1)[OH:25])[NH:26][C:27](=[O:28])[O:29][C:30]([CH3:31])([CH3:32])[CH3:33].[CH:44]([O:45][CH:46]([CH3:47])[CH3:48])([CH3:49])[CH3:50].[Cl:35][CH2:36][Cl:37].[ClH:34].[O:38]1[CH2:39][CH2:40][O:41][CH2:42][CH2:43]1>>[CH2:1]([c:2]1[cH:3][cH:4][cH:5][cH:6][cH:7]1)[CH:8]([CH:9]([CH2:10][NH:11][C:12]1([c:15]2[cH:16][c:17]([C:21]([F:22])([F:23])[F:24])[cH:18][cH:19][cH:20]2)[CH2:13][CH2:14]1)[OH:25])[NH2:26].[ClH:34]. Reactants: BrCCCCC#N (1-bromo-4-cyano-butane), CCOCC (ether), CSC=1C=2C3=C(C(NC3=CC1)=O)C=CC2 (6-(Methylthio)-benz[cd]indol-2(1H)-one), [H-].[Na+] (sodium hydride). Run in CN(C=O)C (N,N-dimethylformamide), CN(C=O)C (N,N-dimethylformamide). Reaction conditions: temperature 50 celsius, time 3 hour. Product: CSC=1C=2C3=C(C(N(C3=CC1)CCCC#N)=O)C=CC2 (6-(Methylthio)-2-oxo-benz[cd]indole-1(2H)-butanenitrile). Isolated yield 88.7%. RXN SMILES: [CH3:1][S:2][C:3]1[C:4]2[C:5]3[C:9](=[CH:10][CH:11]=1)[NH:8][C:7](=[O:12])[C:6]=3[CH:13]=[CH:14][CH:15]=2.[H-].[Na+].BrC[CH2:20][CH2:21][CH2:22][C:23]#[N:24].CCOCC>CN(C)C=O>[CH3:1][S:2][C:3]1[C:4]2[C:5]3[C:9](=[CH:10][CH:11]=1)[N:8]([CH2:20][CH2:21][CH2:22][C:23]#[N:24])[C:7](=[O:12])[C:6]=3[CH:13]=[CH:14][CH:15]=2 |f:1.2|. Procedure: A mixture of 2.15 g of 6-(methylthio)-benz-[cd]indol-2(1H)-one (Example 2), 0.6 g of 60% sodium hydride in 70 ml of N,N-dimethylformamide is heated at 50° C. for 30 minutes then cooled. A solution of 2.22 g of 1-bromo-4-cyano-butane in 25 ml of N,N-dimethylformamide is added dropwise to the reaction mixture and stirring continued for 3 hours. The reaction mixture is quenched in 400 ml of ice water and extracted with (2×300 ml) of ethyl acetate. The organic layer is dried with magnesium sulfate a... The product is C1=CC(=C2C3=C1C[C@@H]4[C@]5([C@]3(CCN4CC6CC6)[C@@H](O2)C(=O)CC5)O)O (naltrexone). Reagents/catalysts: [Pd] (Palladium on carbon). Reported procedure: To a solution of noroxymorphone (2 g, 6.14 mmol) in methanol (20 ml) was added cyclopropylcarboxaldehyde (0.63 ml, 8.43 mmol). 5% Palladium on carbon catalyst (1 mole % Pd) was added and the mixture was hydrogenated at 50° C. under 3 bar hydrogen pressure for 1 hour. On completion, the catalyst was filtered off and the reaction liquors diluted with chloroform (20 ml) and washed with water (3×20 ml). Evaporation of the solvent yielded naltrexone alkaloid. RXN SMILES: [CH3:1][N:2]1[C@@H:12]2[CH2:13][C:14]3[CH:19]=[CH:18][C:17]([OH:20])=[C:16]4[O:21][C@H:6]5[C:7]([CH:9]=[CH:10][C@:11]2([OH:22])[C@:5]5([C:15]=34)[CH2:4][CH2:3]1)=[O:8].[CH2:23]1[CH:25](C(O)C#N)[CH2:24]1.[H][H]>CO.[Pd].C(Cl)(Cl)Cl>[CH:19]1[C:14]2[CH2:13][C@H:12]3[N:2]([CH2:1][CH:23]4[CH2:25][CH2:24]4)[CH2:3][CH2:4][C@:5]45[C@H:6]([C:7]([CH2:9][CH2:10][C@@:11]34[OH:22])=[O:8])[O:21][C:16]([C:15]=25)=[C:17]([OH:20])[CH:18]=1. Reactants: CN1CC[C@]23[C@@H]4C(=O)C=C[C@]2([C@H]1CC5=C3C(=C(C=C5)O)O4)O (noroxymorphone), C1CC1C(C#N)O (cyclopropylcarboxaldehyde), [H][H] (hydrogen). Run in CO (methanol), C(Cl)(Cl)Cl (chloroform). Reactants: [Al+3], C1CCOC1, [H-], [H-], [H-], [H-], [Li+], CCOC(=O)c1cc(C)nc2sc(C(N)=O)c(N)c12. The product is Cc1cc(CO)c2c(N)c(C(N)=O)sc2n1. RXN SMILES: [Al+3:2].[CH2:26]1[O:27][CH2:28][CH2:29][CH2:30]1.[H-:1].[H-:4].[H-:5].[H-:6].[Li+:3].[NH2:7][c:8]1[c:9]([C:23]([NH2:24])=[O:25])[s:10][c:11]2[n:12][c:13]([CH3:22])[cH:14][c:15]([C:17](=[O:18])[O:19][CH2:20][CH3:21])[c:16]12>>[NH2:7][c:8]1[c:9]([C:23]([NH2:24])=[O:25])[s:10][c:11]2[n:12][c:13]([CH3:22])[cH:14][c:15]([CH2:17][OH:18])[c:16]12.